This data is from the Open Reaction Database (ORD), a public repository of structured organic reaction records. The task is: describe an organic reaction: reactants, conditions, products, and yield Reactants: CC(=O)Nc1ccc(-c2c[nH]c(C)n2)cc1Br, Cl, [Na+], [OH-], O. The product is Cc1nc(-c2ccc(N)c(Br)c2)c[nH]1. Reaction SMILES: [CH3:1][c:2]1[nH:3][cH:4][c:5](-[c:7]2[cH:8][c:9]([Br:17])[c:10]([NH:13][C:14](=[O:15])[CH3:16])[cH:11][cH:12]2)[n:6]1.[ClH:18].[Na+:20].[OH-:19].[OH2:21]>>[CH3:1][c:2]1[nH:3][cH:4][c:5](-[c:7]2[cH:8][c:9]([Br:17])[c:10]([NH2:13])[cH:11][cH:12]2)[n:6]1. Starting materials: solution, [N+](CCCC)(CCCC)(CCCC)CCCC.[F-] (nBu4NF), [Si](C)(C)(C(C)(C)C)OC(CC)C=CCCCCCCCCCCCCC (3-(t-butyldimethylsilyloxy)-4-octadecene). The solvent is C1CCOC1 (THF), C1CCOC1 (THF), C(C)(=O)OCC (ethyl acetate). Run at time 30 minute. Product: CCC(C=CCCCCCCCCCCCCC)O (4-octadecen-3-ol). Yield: 228.0%. Reaction SMILES: [Si]([O:8][CH:9]([CH:12]=[CH:13][CH2:14][CH2:15][CH2:16][CH2:17][CH2:18][CH2:19][CH2:20][CH2:21][CH2:22][CH2:23][CH2:24][CH2:25][CH3:26])[CH2:10][CH3:11])(C(C)(C)C)(C)C.[N+](CCCC)(CCCC)(CCCC)CCCC.[F-]>C1COCC1.C(OCC)(=O)C>[CH3:11][CH2:10][CH:9]([OH:8])[CH:12]=[CH:13][CH2:14][CH2:15][CH2:16][CH2:17][CH2:18][CH2:19][CH2:20][CH2:21][CH2:22][CH2:23][CH2:24][CH2:25][CH3:26] |f:1.2|. Reported procedure: Compound 18E (23 mg, 0.0245 mmol) was dissolved in 2 ml of THF and 60 μl (0.060 mmol) of a 1M solution of nBu4NF in THF was added thereto at room temperature. After stirring for 30 minutes, the reaction mixture was diluted with ethyl acetate and washed with water. The organic layer was dried over Glauber's salt and concentrated under reduced pressure. Then the resulting residue was dissolved in 2.3 ml of THF and 100 μl of 12M hydrochloric acid was added thereto. The reaction mixture was stirred ... Product: C[Si](C)(C)CCOC(=O)NC1CC(=O)CCC1N1CCC(NC(=O)OCc2ccccc2)C1=O. The reactants are CC(C)(C)C1=CC(=O)C(=O)C(C(C)(C)C)=C1, C1CCOC1, CO, C[Si](C)(C)CCOC(=O)NC1CC(N)CCC1N1CCC(NC(=O)OCc2ccccc2)C1=O, O, O=C(O)C(=O)O. As a reaction SMILES: [C:35]([C:36]1=[CH:46][C:41]([C:42]([CH3:43])([CH3:44])[CH3:45])=[CH:40][C:39](=[O:49])[C:37]1=[O:38])([CH3:47])([CH3:48])[CH3:50].[CH2:51]1[O:52][CH2:53][CH2:54][CH2:55]1.[CH3:62][OH:63].[NH2:1][CH:2]1[CH2:3][CH2:4][CH:5]([N:18]2[C:19](=[O:34])[CH:20]([NH:23][C:24](=[O:25])[O:26][CH2:27][c:28]3[cH:29][cH:30][cH:31][cH:32][cH:33]3)[CH2:21][CH2:22]2)[CH:6]([NH:8][C:9]([O:10][CH2:11][CH2:12][Si:13]([CH3:14])([CH3:15])[CH3:16])=[O:17])[CH2:7]1.[OH2:64].[OH:56][C:57]([C:58](=[O:59])[OH:60])=[O:61]>>[C:2]1(=[O:49])[CH2:3][CH2:4][CH:5]([N:18]2[C:19](=[O:34])[CH:20]([NH:23][C:24](=[O:25])[O:26][CH2:27][c:28]3[cH:29][cH:30][cH:31][cH:32][cH:33]3)[CH2:21][CH2:22]2)[CH:6]([NH:8][C:9]([O:10][CH2:11][CH2:12][Si:13]([CH3:14])([CH3:15])[CH3:16])=[O:17])[CH2:7]1. Reactants: C(C)(=O)OC(C(=O)NC1=CC=C(C=C1)C=1C(NC(NN1)=O)C)C (6-[4-(2-acetoxypropionylamino)phenyl]-5-methyl-4,5-dihydro-1,2,4-triazin-3(2H)-one), [OH-].[Na+] (sodium hydroxide), O (water). Solvent: CO (methanol). Run at time 15 minute. Product: C(C(O)C)(=O)NC1=CC=C(C=C1)C=1C(NC(NN1)=O)C (6-(4-lactoylaminophenyl)-5-methyl-4,5-dihydro-1,2,4-triazin-3(2H)-one). The yield is 74.8%. RXN SMILES: C([O:4][CH:5]([CH3:23])[C:6]([NH:8][C:9]1[CH:14]=[CH:13][C:12]([C:15]2[CH:16]([CH3:22])[NH:17][C:18](=[O:21])[NH:19][N:20]=2)=[CH:11][CH:10]=1)=[O:7])(=O)C.[OH-].[Na+].O>CO>[C:6]([NH:8][C:9]1[CH:10]=[CH:11][C:12]([C:15]2[CH:16]([CH3:22])[NH:17][C:18](=[O:21])[NH:19][N:20]=2)=[CH:13][CH:14]=1)(=[O:7])[CH:5]([CH3:23])[OH:4] |f:1.2|. Procedure details: To a stirred solution of 6-[4-(2-acetoxypropionylamino)phenyl]-5-methyl-4,5-dihydro-1,2,4-triazin-3(2H)-one (0.94 g) in methanol (6 ml) was added dropwise 1N sodium hydroxide (3 ml) under ice cooling. The mixture was stirred for 15 minutes after adding water. The resulting precipitates were collected by filtration, washed with water and dried to give 0.61 g of 6-(4-lactoylaminophenyl)-5-methyl-4,5-dihydro-1,2,4-triazin-3(2H)-one.